This data is from the Open Reaction Database (ORD), a public repository of structured organic reaction records. The task is: describe an organic reaction: reactants, conditions, products, and yield Yields the product CNC(=O)c1cccc(F)c1Nc1nc(Nc2ccc3c(c2)CCCC(=O)N3CCOC)ncc1Cl. Reactants: CC1(C)C2CCC1(CS(=O)(=O)O)C(=O)C2, CC(C)O, CNC(=O)c1cccc(F)c1Nc1nc(Cl)ncc1Cl, COCCN1C(=O)CCCc2cc(N)ccc21, O. RXN SMILES: [C:38]12([CH2:39][S:40]([OH:41])(=[O:42])=[O:43])[C:44]([CH3:45])([CH3:46])[CH:47]([CH2:48][CH2:49]1)[CH2:50][C:51]2=[O:52].[CH:53]([OH:54])([CH3:55])[CH3:56].[Cl:1][c:2]1[n:3][cH:4][c:5]([Cl:20])[c:6]([NH:8][c:9]2[c:10]([C:11](=[O:12])[NH:13][CH3:14])[cH:15][cH:16][cH:17][c:18]2[F:19])[n:7]1.[NH2:21][c:22]1[cH:23][cH:24][c:25]2[c:26]([cH:37]1)[CH2:27][CH2:28][CH2:29][C:30](=[O:36])[N:31]2[CH2:32][CH2:33][O:34][CH3:35].[OH2:57]>>[c:2]1([NH:21][c:22]2[cH:23][cH:24][c:25]3[c:26]([cH:37]2)[CH2:27][CH2:28][CH2:29][C:30](=[O:36])[N:31]3[CH2:32][CH2:33][O:34][CH3:35])[n:3][cH:4][c:5]([Cl:20])[c:6]([NH:8][c:9]2[c:10]([C:11](=[O:12])[NH:13][CH3:14])[cH:15][cH:16][cH:17][c:18]2[F:19])[n:7]1. The reactants are O=C([O-])[O-], COc1nc(Cl)nc(NC(=O)NS(=O)(=O)c2ccccc2OC(F)F)n1, [K+], [K+], C1COCCO1, O, OCC(F)(F)F. Product: COc1nc(NC(=O)NS(=O)(=O)c2ccccc2OC(F)F)nc(OCC(F)(F)F)n1. RXN SMILES: [C:39](=[O:40])([O-:41])[O-:42].[F:1][CH:2]([O:3][c:4]1[c:5]([S:10](=[O:11])(=[O:12])[NH:13][C:14](=[O:15])[NH:16][c:17]2[n:18][c:19]([O:24][CH3:25])[n:20][c:21]([Cl:23])[n:22]2)[cH:6][cH:7][cH:8][cH:9]1)[F:26].[K+:43].[K+:44].[O:27]1[CH2:28][CH2:29][O:30][CH2:31][CH2:32]1.[OH2:45].[OH:33][CH2:34][C:35]([F:36])([F:37])[F:38]>>[F:1][CH:2]([O:3][c:4]1[c:5]([S:10](=[O:11])(=[O:12])[NH:13][C:14](=[O:15])[NH:16][c:17]2[n:18][c:19]([O:24][CH3:25])[n:20][c:21]([O:33][CH2:34][C:35]([F:36])([F:37])[F:38])[n:22]2)[cH:6][cH:7][cH:8][cH:9]1)[F:26]. The reactants are CCOC(C)=O, ClCCl, N#Cc1cc(F)cc2cc[nH]c12, CN(C)C=O. Yields the product N#Cc1cc(F)cc2c(C=O)c[nH]c12. Reaction SMILES: [CH3:18][CH2:19][O:20][C:21]([CH3:22])=[O:23].[Cl:24][CH2:25][Cl:26].[F:6][c:7]1[cH:8][c:9]2[cH:10][cH:11][nH:12][c:13]2[c:14]([C:16]#[N:17])[cH:15]1.[O:1]=[CH:2][N:3]([CH3:4])[CH3:5]>>[O:1]=[CH:2][c:10]1[c:9]2[cH:8][c:7]([F:6])[cH:15][c:14]([C:16]#[N:17])[c:13]2[nH:12][cH:11]1. The reactants are Cl (hydrochloric acid), CC(C)([O-])C.[Na+] (sodium t-butoxide), C(CCCCCCC)S (octanethiol), C1(=CC=C(C=C1)CCl)CCl (p-xylylene dichloride). The solvent is CO (methanol), CO (methanol). Run at time 30 minute. The product is C(CCCCCCC)SCC1=CC=C(CCl)C=C1 (p-(Octylthiomethyl)benzyl chloride). Reaction SMILES: CC(C)([O-])C.[Na+].[CH2:7]([SH:15])[CH2:8][CH2:9][CH2:10][CH2:11][CH2:12][CH2:13][CH3:14].[C:16]1([CH2:24]Cl)[CH:21]=[CH:20][C:19]([CH2:22][Cl:23])=[CH:18][CH:17]=1.Cl>CO>[CH2:7]([S:15][CH2:24][C:16]1[CH:21]=[CH:20][C:19]([CH2:22][Cl:23])=[CH:18][CH:17]=1)[CH2:8][CH2:9][CH2:10][CH2:11][CH2:12][CH2:13][CH3:14] |f:0.1|. Procedure details: 1.83 g (19 mmol) of sodium t-butoxide and 2.78 g (19 mmol) of octanethiol were stirred into 40 g of methanol at room temperature. After 30 minutes, the clear solution was added in one portion to 3.33 g (19 mmol) of p-xylylene dichloride in 100 g of methanol. After one hour, the mixture was neutralized using 1N hydrochloric acid, and all the volatile components were removed under reduced pressure. The crude product was taken up in 250 ml of chloroform and washed twice with 100 ml of water each ti...